This data is from the Open Reaction Database (ORD), a public repository of structured organic reaction records. The task is: describe an organic reaction: reactants, conditions, products, and yield Reactants: ClCC(=O)C1=CC=CC=C1 (ω-chloroacetophenone), C(#N)[S-].[K+] (KSCN). The solvent is C(C)O (ethanol), O (water). Reaction conditions: temperature 50 celsius, time 10 minute. Yields the product S(C#N)CC(=O)C1=CC=CC=C1 (ω-thiocyano acetophenone). Reaction SMILES: Cl[CH2:2][C:3]([C:5]1[CH:10]=[CH:9][CH:8]=[CH:7][CH:6]=1)=[O:4].[C:11]([S-:13])#[N:12].[K+]>C(O)C.O>[S:13]([CH2:2][C:3]([C:5]1[CH:10]=[CH:9][CH:8]=[CH:7][CH:6]=1)=[O:4])[C:11]#[N:12] |f:1.2|. Procedure: 150 g of ω-chloroacetophenone are dissolved at 50° C. in 1000 ml of ethanol, followed by the addition of a solution of 102 g of KSCN in 40 ml of water. After stirring for 10 minutes at 50° C., the ω-thiocyano acetophenone formed is precipitated with water. Reagents/catalysts: [Cl-].C[N+](C)(C)C (tetramethylammonium chloride). Starting materials: C(C1=CC=CC=C1)O[C@H]1C(O)(O[C@@H]([C@@H]([C@@H]1OCC1=CC=CC=C1)OCC1=CC=CC=C1)COCC1=CC=CC=C1)CC1=CC=CC=C1 (2,3,4,6-tetra-O-benzyl-benzylgalactopyranose), 2-(4,4′-dimethoxytriphenylmethyloxy)-ethylbromide, ClC(C(=O)O)Cl (dichloroacetic acid). Conditions: temperature 0 celsius. Reaction SMILES: C(O[C@@H]1[C@@H:15]([O:16][CH2:17][C:18]2[CH:23]=[CH:22][CH:21]=[CH:20][CH:19]=2)[C@@H:14]([O:24][CH2:25][C:26]2[CH:31]=[CH:30][CH:29]=[CH:28][CH:27]=2)[C@@H:13]([CH2:32][O:33][CH2:34][C:35]2[CH:40]=[CH:39][CH:38]=[CH:37][CH:36]=2)OC1(CC1C=CC=CC=1)O)C1C=CC=CC=1.Cl[CH:49](Cl)[C:50]([OH:52])=[O:51]>[Cl-].C[N+](C)(C)C.C1(C)C=CC=CC=1.[OH-].[Na+]>[CH2:25]([O:24][C@@H:49]1[C@@H:15]([O:16][CH2:17][C:18]2[CH:19]=[CH:20][CH:21]=[CH:22][CH:23]=2)[C@@H:14]([O:24][CH2:25][C:26]2[CH:27]=[CH:28][CH:29]=[CH:30][CH:31]=2)[C@@H:13]([CH2:32][O:33][CH2:34][C:35]2[CH:36]=[CH:37][CH:38]=[CH:39][CH:40]=2)[O:52][CH:50]1[O:51][CH2:14][CH2:15][OH:16])[C:26]1[CH:31]=[CH:30][CH:29]=[CH:28][CH:27]=1 |f:2.3,5.6|. Product: C(C1=CC=CC=C1)O[C@H]1C(OCCO)O[C@@H]([C@@H]([C@@H]1OCC1=CC=CC=C1)OCC1=CC=CC=C1)COCC1=CC=CC=C1 (2,3,4,6-Tetra-O-benzyl-1-O-(1-hydroxy-eth-2-yl)-galactopyranose). Reported procedure: A mixture that consists of 54.1 g (100 mmol) of 2,3,4,6-tetra-O-benzyl-benzylgalactopyranose, 1.64 g (15 mmol) of tetramethylammonium chloride in 350 ml of toluene and 200 ml of 60% aqueous sodium hydroxide solution is cooled to 0° C. At 0° C., 52.7 g (130 mmol) of 2-(4,4′-dimethoxytriphenylmethyloxy)-ethylbromide, dissolved in 100 ml of toluene, is added in drops over 30 minutes while being stirred vigorously. It is stirred for three hours at 0° C. 300 ml of toluene is added, the organic phase ... Solvent: C1(=CC=CC=C1)C (toluene), C1(=CC=CC=C1)C (toluene), C1(=CC=CC=C1)C (toluene), [OH-].[Na+] (sodium hydroxide). The reactants are [Li]C(C)(C)C, CCOC(=O)C(=O)OCC, C1CCOC1, CCCCC, COc1cc(I)cc(OC)c1. Yields the product CCOC(=O)C(=O)c1cc(OC)cc(OC)c1. RXN SMILES: [C:12]([Li:13])([CH3:14])([CH3:15])[CH3:16].[C:17]([C:18](=[O:19])[O:20][CH2:21][CH3:22])(=[O:23])[O:24][CH2:25][CH3:26].[CH2:27]1[O:28][CH2:29][CH2:30][CH2:31]1.[CH3:32][CH2:33][CH2:34][CH2:35][CH3:36].[I:1][c:2]1[cH:3][c:4]([O:10][CH3:11])[cH:5][c:6]([O:8][CH3:9])[cH:7]1>>[c:2]1([C:17]([C:18](=[O:19])[O:20][CH2:21][CH3:22])=[O:23])[cH:3][c:4]([O:10][CH3:11])[cH:5][c:6]([O:8][CH3:9])[cH:7]1. Reactants: C1CCC2=NCCCN2CC1, C1CCOC1, CCOC(=O)C(Cc1cccc2ccccc12)P(=O)(OCC)OCC, [Cl-], [Li+]. Product: C=C(Cc1cccc2ccccc12)C(=O)OCC. Reaction SMILES: [CH2:28]1[CH2:29][CH2:30][C:31]2=[N:36][CH2:35][CH2:34][CH2:33][N:32]2[CH2:37][CH2:38]1.[CH2:39]1[O:40][CH2:41][CH2:42][CH2:43]1.[CH2:3]([O:4][P:5]([O:6][CH2:7][CH3:8])(=[O:9])[CH:11]([C:12](=[O:13])[O:14][CH2:15][CH3:16])[CH2:17][c:18]1[cH:19][cH:20][cH:21][c:22]2[cH:23][cH:24][cH:25][cH:26][c:27]12)[CH3:10].[Cl-:2].[Li+:1]>>[C:11]([C:12](=[O:13])[O:14][CH2:15][CH3:16])([CH2:17][c:18]1[cH:19][cH:20][cH:21][c:22]2[cH:23][cH:24][cH:25][cH:26][c:27]12)=[CH2:28].